This data is from the Open Reaction Database (ORD), a public repository of structured organic reaction records. The task is: describe an organic reaction: reactants, conditions, products, and yield The reactants are COC1=CC=C(CN2N=NN=C2C(=O)Cl)C=C1 (1-(4-Methoxybenzyl)-1H-tetrazole-5-carbonyl chloride), NC1=NC=CN=C1 (2-aminopyrazine). Run in C(Cl)Cl (methylene chloride). The product is N1=C(C=NC=C1)NC(=O)C1=NN=NN1CC1=CC=C(C=C1)OC (N-(2-pyrazinyl)-1-(4-methoxybenzyl)-1H-tetrazole-5-carboxamide). RXN SMILES: [CH3:1][O:2][C:3]1[CH:17]=[CH:16][C:6]([CH2:7][N:8]2[C:12]([C:13](Cl)=[O:14])=[N:11][N:10]=[N:9]2)=[CH:5][CH:4]=1.[NH2:18][C:19]1[CH:24]=[N:23][CH:22]=[CH:21][N:20]=1>C(Cl)Cl>[N:20]1[CH:21]=[CH:22][N:23]=[CH:24][C:19]=1[NH:18][C:13]([C:12]1[N:8]([CH2:7][C:6]2[CH:16]=[CH:17][C:3]([O:2][CH3:1])=[CH:4][CH:5]=2)[N:9]=[N:10][N:11]=1)=[O:14]. Reported procedure: 1-(4-Methoxybenzyl)-1H-tetrazole-5-carbonyl chloride is reacted in methylene chloride with 2-aminopyrazine to obtain N-(2-pyrazinyl)-1-(4-methoxybenzyl)-1H-tetrazole-5-carboxamide. The protected intermediate is deprotected and worked up by the techniques described in Example 1 to yield the title compound.